This data is from the Open Reaction Database (ORD), a public repository of structured organic reaction records. The task is: describe an organic reaction: reactants, conditions, products, and yield Starting materials: proline acid chloride, C(O)([O-])=O.[Na+] (sodium hydrogen carbonate), C(C)(=O)OCC (ethyl acetate), C(C)OCC (ethyl ether), [Br-].[Mg+2].N1C=CC2=CC=CC=C12.[Br-] (indole magnesium bromide salt). Run in C(Cl)Cl (methylene chloride). Run at time 1 hour. The product is 3-(N-benzyloxycarbonylpyrrolidin-2-ylcarbonyl)indole,3-(N-benzyloxycarbonylazetidin-2-ylcarbonyl)-1H-indole, C(C1=CC=CC=C1)OC(=O)N1C(CCCC1)C(=O)C1=CNC2=CC=CC=C12 (3-(N-benzyloxycarbonylpiperidin-2-ylcarbonyl)-1H-indole). Reaction SMILES: C(O[CH2:4][CH3:5])C.[Br-].[Mg+2].[NH:8]1[C:16]2[C:11](=[CH:12][CH:13]=[CH:14][CH:15]=2)[CH:10]=[CH:9]1.[Br-].[C:18](=[O:21])([O-])O.[Na+].[C:23]([O:26][CH2:27][CH3:28])(=[O:25])C>C(Cl)Cl>[CH2:27]([O:26][C:23]([N:8]1[CH2:5][CH2:4][CH2:11][CH2:10][CH:9]1[C:18]([C:10]1[C:11]2[C:16](=[CH:15][CH:14]=[CH:13][CH:12]=2)[NH:8][CH:9]=1)=[O:21])=[O:25])[C:28]1[CH:16]=[CH:15][CH:14]=[CH:13][CH:12]=1 |f:1.2.3.4,5.6|. Procedure details: Two solutions containing the reactants were prepared separately as follows. To a stirred solution of N-carbobenzyloxyproline (D or L, 3.10 g, 12.4 mmol, 1 eq) or N-carbobenzyloxyazetidine-2-carboxylic acid (R or S or racemate, 12.4 mmol) or N-carbobenzyloxypipecolinic acid (R or S or racemate, 12.4 mmol) in anhydrous methylene chloride (7 mL) with one drop dimethylformamide was added oxalyl chloride (1.60 mL, 18.4 mmol, 1.5 eq), and the resulting effervescing solution was stirred at room tempera...